Task: describe an organic reaction: reactants, conditions, products, and yield. Dataset: the Open Reaction Database (ORD), a public repository of structured organic reaction records Starting materials: C1=C(C=CC=C1O)C (m-cresol), C1=C(C=CC=C1O)C (m-cresol), C1(=CC=CC=C1O)C (cresol), C1=CC(=CC=C1O)C (p-cresol), C1=CC(=CC=C1O)C (p-cresol). Conditions: time 36 hour. Yields the product C1=CC(=CC=C1O)C.C1=C(C=CC=C1O)C (p-cresol m-cresol). As a reaction SMILES: [CH:1]1[C:6]([OH:7])=[CH:5][CH:4]=[CH:3][C:2]=1[CH3:8].[CH:9]1[C:14]([OH:15])=[CH:13][CH:12]=[C:11]([CH3:16])[CH:10]=1.C1(C)C(O)=CC=CC=1>>[CH:13]1[C:14]([OH:15])=[CH:9][CH:10]=[C:11]([CH3:16])[CH:12]=1.[CH:1]1[C:6]([OH:7])=[CH:5][CH:4]=[CH:3][C:2]=1[CH3:8] |f:3.4|. Procedure details: In the culture system with m-cresol, TCE was remarkably decomposed after about 18 hours of the induction period, and 10 ppm of TCE was completely decomposed after 36 hours. In the culture system with p-cresol, decomposition of TCE remarkably progressed in the first 12 hours, and 10 ppm of TCE was completely decomposed after 18 hours. Quantitative analyses of p-cresol and m-cresol were done at this point in accordance with the JIS detection method using p-hydrazidebenzenesulfonic acid (JIS K 0102...